From a dataset of the Open Reaction Database (ORD), a public repository of structured organic reaction records. describe an organic reaction: reactants, conditions, products, and yield Reactants: C=CC(=O)Nc1ccc(OC)c(Nc2ncc(Br)c(Nc3ccccc3P(C)(C)=O)n2)c1, CCO. Product: C=CC(=O)Nc1ccc(OC)c(Nc2nccc(Nc3ccccc3P(C)(C)=O)n2)c1. Reaction SMILES: [Br:1][c:2]1[c:3]([NH:22][c:23]2[c:24]([P:29](=[O:30])([CH3:31])[CH3:32])[cH:25][cH:26][cH:27][cH:28]2)[n:4][c:5]([NH:8][c:9]2[cH:10][c:11]([NH:17][C:18]([CH:19]=[CH2:20])=[O:21])[cH:12][cH:13][c:14]2[O:15][CH3:16])[n:6][cH:7]1.[CH3:33][CH2:34][OH:35]>>[cH:2]1[c:3]([NH:22][c:23]2[c:24]([P:29](=[O:30])([CH3:31])[CH3:32])[cH:25][cH:26][cH:27][cH:28]2)[n:4][c:5]([NH:8][c:9]2[cH:10][c:11]([NH:17][C:18]([CH:19]=[CH2:20])=[O:21])[cH:12][cH:13][c:14]2[O:15][CH3:16])[n:6][cH:7]1. Starting materials: CN(C1=CN=CC(=N1)C(=O)O)C (6-(dimethylamino)pyrazine-2-carboxylic acid), NC1=NN=NN1 (5-amino-1H-tetrazole), O (water). Solvent: O1CCCC1 (tetrahydrofuran), C(C)N(CC)CC (triethylamine), C(C(C)(C)C)(=O)Cl (pivaloyl chloride). Yields the product CN(C1=CN=CC(=N1)C(=O)NC1=NN=NN1)C (6-(Dimethylamino)-N-(1H-5-tetrazolyl)pyrazine-2-carboxamide). RXN SMILES: [CH3:1][N:2]([CH3:12])[C:3]1[N:8]=[C:7]([C:9]([OH:11])=O)[CH:6]=[N:5][CH:4]=1.[NH2:13][C:14]1[NH:18][N:17]=[N:16][N:15]=1.O>O1CCCC1.C(N(CC)CC)C.C(Cl)(=O)C(C)(C)C>[CH3:12][N:2]([CH3:1])[C:3]1[N:8]=[C:7]([C:9]([NH:13][C:14]2[NH:18][N:17]=[N:16][N:15]=2)=[O:11])[CH:6]=[N:5][CH:4]=1. Reported procedure: To a suspension of 0.58 g of 6-(dimethylamino)pyrazine-2-carboxylic acid in 10 ml of tetrahydrofuran, 0.53 ml of triethylamine and 0.47 ml of pivaloyl chloride were added dropwise successively at 0 ° C. under stirring. After stirring for 1 hour at 0 ° C., 0.33 g of 5-amino-1H-tetrazole was added to the mixture, and the reaction mixture was stirred for 1 hour at room temperature, and then refluxed for 6 hours. After cooling, 70 ml of water was added to the reaction mixture. The precipitate was co... Reaction conditions: temperature 0 celsius, time 0.5 hour. Run in CN(C)C=O (DMF). Reaction SMILES: [C:1]([O:5][C:6]([CH2:8][N:9]1[CH2:13][CH2:12][CH:11]([C:14]([OH:16])=O)[CH2:10]1)=[O:7])([CH3:4])([CH3:3])[CH3:2].[Li].C1C=CC2N(O)N=NC=2C=1.CCN=C=NCCCN(C)C.Cl.[NH2:40][C:41]1[CH:46]=[CH:45][C:44]([OH:47])=[C:43]([Cl:48])[CH:42]=1>CN(C=O)C>[C:1]([O:5][C:6](=[O:7])[CH2:8][N:9]1[CH2:13][CH2:12][CH:11]([C:14](=[O:16])[NH:40][C:41]2[CH:46]=[CH:45][C:44]([OH:47])=[C:43]([Cl:48])[CH:42]=2)[CH2:10]1)([CH3:2])([CH3:3])[CH3:4] |f:3.4,^1:16|. Starting materials: ice water, CCN=C=NCCCN(C)C.Cl (EDCl), NC1=CC(=C(C=C1)O)Cl (4-amino-2-chloro-phenol), C(C)(C)(C)OC(=O)CN1CC(CC1)C(=O)O (1-tert-Butoxycarbonylmethyl-pyrrolidine-3-carboxylic acid), [Li] (Lithium), C=1C=CC2=C(C1)N=NN2O (HOBt). Procedure details: To a mixture of 1-tert-Butoxycarbonylmethyl-pyrrolidine-3-carboxylic acid, Lithium salt (0.5 g, 2.12 mmol) and HOBt (0.45 g, 3.3 mmol) in DMF (10 ml) at 0° C. was added EDCl (630 mg, 3.3 mmol). The formed reaction mixture was stirred at 0° C. for 0.5 hour and then 4-amino-2-chloro-phenol was added. After stirred at RT for overnight, the reaction mixture was added to ice-water (50 g) and the formed precipitated was collected by filtration, washed with sodium bicarbonate and HCl (0.1 N). After dry... Yields the product C(C)(C)(C)OC(CN1CC(CC1)C(NC1=CC(=C(C=C1)O)Cl)=O)=O ([3-(3-Chloro-4-hydroxy-phenylcarbamoyl)-pyrrolidin-1-yl]-acetic acid tert-butyl ester). The reactants are FC1=CC=C(C=C1)C=1C(=NC(=CC1)C)C#N (3-(4-fluorophenyl)-6-methylpicolinonitrile), [OH-].[Na+] (NaOH), O (H2O). Run in CO (MeOH). Conditions: temperature 100 celsius. Yields the product FC1=CC=C(C=C1)C=1C(=NC(=CC1)C)C(=O)O (3-(4-Fluorophenyl)-6-methylpicolinic acid). Reaction SMILES: [F:1][C:2]1[CH:7]=[CH:6][C:5]([C:8]2[C:9]([C:15]#N)=[N:10][C:11]([CH3:14])=[CH:12][CH:13]=2)=[CH:4][CH:3]=1.[OH-:17].[Na+].[OH2:19]>CO>[F:1][C:2]1[CH:7]=[CH:6][C:5]([C:8]2[C:9]([C:15]([OH:19])=[O:17])=[N:10][C:11]([CH3:14])=[CH:12][CH:13]=2)=[CH:4][CH:3]=1 |f:1.2|. Procedure: To the solution of 3-(4-fluorophenyl)-6-methylpicolinonitrile (0.555 g, 2.615 mmol) in MeOH (3 mL) was added NaOH (1.1 g, 27.5 mmol) and H2O (1.8 mL). The mixture was heated at 100° C. for 8 h. The reaction was cooled to rt and acidified to pH-5. The solvent was removed in vacuo. The crude was extracted with MeOH. The solvent was removed in vacuo and the obtained acid was dried in vacuum for next step with no further purification. ESI-MS (m/z): 233 [M+1]+. Starting materials: C1=NC=CC2=CC=CC=C12 (isoquinoline), C1(=CC=CC=C1)C(=O)C(C1=CC=CC=C1)Br (desylbromide). The solvent is C1=CC=CC=C1 (benzene). Run at time 8 hour. Yields the product [Br-].C1(=CC=CC=C1)C(=O)C(C1=CC=CC=C1)C1=[NH+]C=CC2=CC=CC=C12 (Desylisoquinolinium bromide). RXN SMILES: [CH:1]1[C:10]2[C:5](=[CH:6][CH:7]=[CH:8][CH:9]=2)[CH:4]=[CH:3][N:2]=1.[C:11]1([C:17]([CH:19]([Br:26])[C:20]2[CH:25]=[CH:24][CH:23]=[CH:22][CH:21]=2)=[O:18])[CH:16]=[CH:15][CH:14]=[CH:13][CH:12]=1>C1C=CC=CC=1>[Br-:26].[C:11]1([C:17]([CH:19]([C:1]2[C:10]3[C:5](=[CH:6][CH:7]=[CH:8][CH:9]=3)[CH:4]=[CH:3][NH+:2]=2)[C:20]2[CH:21]=[CH:22][CH:23]=[CH:24][CH:25]=2)=[O:18])[CH:12]=[CH:13][CH:14]=[CH:15][CH:16]=1 |f:3.4|. Procedure details: A solution of isoquinoline(10 g) and desylbromide (10 g) in dry benzene (50 ml) was stirred at 40° for seven hours. The suspension was allowed to stand overnight, and the benzene solution decanted off. The solid was ground to a powder, washed well with ether, and dried. Yield 12.3 g (85%), m.p. 239°-241° (Found C 68.3; H 4.6; N 3.4, Required C 68.3; H 4.5; N 3.5). Reactants: BrC1=C(C=NN(C1=O)CC(=O)OCC)N[C@H]1[C@@H]([C@@H]2C([C@H](C1)C2)(C)C)C (Ethyl 2-{5-bromo-6-oxo-4-[(1R,2R,3R,5S)-2,6,6-trimethylbicyclo[3.1.1]hept-3-ylamino]pyridazin-1(6H)-yl}acetate), [OH-].[Na+] (sodium hydroxide), C(C)(=O)OCC (ethyl acetate). The solvent is O1CCOCC1 (1,4-dioxane). Reaction conditions: time 1 hour. Product: BrC1=C(C=NN(C1=O)CC(=O)O)N[C@H]1[C@@H]([C@@H]2C([C@H](C1)C2)(C)C)C (2-{5-Bromo-6-oxo-4-[(1R,2R,3R,5S)-2,6,6-trimethylbicyclo[3.1.1]hept-3-ylamino]pyridazin-1(6H)-yl}acetic Acid). The yield is 94.0%. RXN SMILES: [Br:1][C:2]1[C:7](=[O:8])[N:6]([CH2:9][C:10]([O:12]CC)=[O:11])[N:5]=[CH:4][C:3]=1[NH:15][C@@H:16]1[CH2:21][C@@H:20]2[CH2:22][C@@H:18]([C:19]2([CH3:24])[CH3:23])[C@H:17]1[CH3:25].[OH-].[Na+].C(OCC)(=O)C>O1CCOCC1>[Br:1][C:2]1[C:7](=[O:8])[N:6]([CH2:9][C:10]([OH:12])=[O:11])[N:5]=[CH:4][C:3]=1[NH:15][C@@H:16]1[CH2:21][C@@H:20]2[CH2:22][C@@H:18]([C:19]2([CH3:24])[CH3:23])[C@H:17]1[CH3:25] |f:1.2|. Reported procedure: Ethyl 2-{5-bromo-6-oxo-4-[(1R,2R,3R,5S)-2,6,6-trimethylbicyclo[3.1.1]hept-3-ylamino]pyridazin-1(6H)-yl}acetate (646 mg, 1.57 mmol) in 1,4-dioxane (6.5 mL) was mixed with 1 M aqueous sodium hydroxide (4.71 mL, 4.71 mmol) and stirred at room temperature for 1 hour. After completion of the reaction, ethyl acetate was added, and the organic layer was washed with 1 M hydrochloric acid and saturated aqueous sodium chloride, dried over anhydrous magnesium sulfate and evaporated under reduced pressure t... Product: NC1=CC=C(C=C1)C=1NC(=C(N1)C(=O)NC=1SC=CN1)C1=CC=CC=C1 (2-(4-aminophenyl)-5-phenyl-N-(2-thiazolyl)imidazole-4-carboxamide). Reported procedure: 2-(4-Nitrophenyl)-5-phenyl-N-(2-thiazolyl)imidazole-4-carboxamide (0.52 g) obtained in Example 51 and tin(II) chloride 6 hydrate (1.2 g) were reacted and treated in the same manner as in Example 59 to give 2-(4-aminophenyl)-5-phenyl-N-(2-thiazolyl)imidazole-4-carboxamide (0.17 g), melting point 257-258° C. (decomposition). As a reaction SMILES: [N+:1]([C:4]1[CH:9]=[CH:8][C:7]([C:10]2[NH:11][C:12]([C:23]3[CH:28]=[CH:27][CH:26]=[CH:25][CH:24]=3)=[C:13]([C:15]([NH:17][C:18]3[S:19][CH:20]=[CH:21][N:22]=3)=[O:16])[N:14]=2)=[CH:6][CH:5]=1)([O-])=O.[Sn](Cl)Cl>>[NH2:1][C:4]1[CH:9]=[CH:8][C:7]([C:10]2[NH:11][C:12]([C:23]3[CH:24]=[CH:25][CH:26]=[CH:27][CH:28]=3)=[C:13]([C:15]([NH:17][C:18]3[S:19][CH:20]=[CH:21][N:22]=3)=[O:16])[N:14]=2)=[CH:6][CH:5]=1. Reactants: [N+](=O)([O-])C1=CC=C(C=C1)C=1NC(=C(N1)C(=O)NC=1SC=CN1)C1=CC=CC=C1 (2-(4-Nitrophenyl)-5-phenyl-N-(2-thiazolyl)imidazole-4-carboxamide), [Sn](Cl)Cl (tin(II) chloride). Yield: 35.4%.